This data is from the Open Reaction Database (ORD), a public repository of structured organic reaction records. The task is: describe an organic reaction: reactants, conditions, products, and yield Reaction SMILES: Cl.[OH:2][CH:3]1[O:11][C@H:10]([CH2:12][OH:13])[C@H:8]([OH:9])[C@H:6]([OH:7])[C@H:4]1[NH2:5].Cl>O.CS(C)=O>[OH:2][CH:3]1[O:11][C@H:10]([CH2:12][OH:13])[C@H:8]([OH:9])[C@H:6]([OH:7])[C@H:4]1[NH2:5] |f:0.1|. Starting materials: Cl.OC1[C@H](N)[C@@H](O)[C@@H](O)[C@H](O1)CO (D-Galactosamine hydrochloride), Cl.OC1[C@H](N)[C@@H](O)[C@@H](O)[C@H](O1)CO (D-galN), Cl (hydrochloride). Run in O (water), CS(=O)C (dimethylsulfoxide). Procedure details: D-Galactosamine hydrochloride (hereinbelow abbreviated as D-galN, manufactured by Nakarai Tesque) and LPS were dissolved in water at final concentrations of 75 mg/ml and 0.1 or 0.2 μg/ml, respectively. Furthermore, the hydrochloride of Compound No. 33 in Test Example 1 was dissolved in a 5% dimethylsulfoxide-10% Nikkol (Nippon Surfactant Kogyo) solution at the final concentrations of 0, 0.25, 0.5 and 1 mg/ml, respectively. Product: OC1[C@H](N)[C@@H](O)[C@@H](O)[C@H](O1)CO (Galactosamine). The reactants are BrC=1C=C(C=CC1Cl)C(C)=O (1-(3-bromo-4-chlorophenyl)-ethanone), solution, [Mg] (magnesium), II (iodine), II (iodine), ice water, BrC=1C=CC(=C(C1)C)OC (5-Bromo-2-methoxytoluene). The solvent is O1CCCC1 (tetrahydrofuran), O1CCCC1 (tetrahydrofuran), O1CCCC1 (tetrahydrofuran). Product: BrC=1C=C(C=CC1Cl)C(C)(O)C1=CC(=C(C=C1)OC)C ((RS)-1-(3-Bromo-4-chlorophenyl)-1-(4-methoxy-3-methylphenyl)-ethanol). The yield is 62.8%. As a reaction SMILES: Br[C:2]1[CH:3]=[CH:4][C:5]([O:9][CH3:10])=[C:6]([CH3:8])[CH:7]=1.[Mg].II.[Br:14][C:15]1[CH:16]=[C:17]([C:22](=[O:24])[CH3:23])[CH:18]=[CH:19][C:20]=1[Cl:21]>O1CCCC1>[Br:14][C:15]1[CH:16]=[C:17]([C:22]([C:2]2[CH:3]=[CH:4][C:5]([O:9][CH3:10])=[C:6]([CH3:8])[CH:7]=2)([OH:24])[CH3:23])[CH:18]=[CH:19][C:20]=1[Cl:21]. Procedure details: 5-Bromo-2-methoxytoluene (6.4 g, 0.032 mol) was dissolved in tetrahydrofuran (100 mL) and 5 mL of the solution was added to a stirred mixture of magnesium turnings (0.90 g, 0.037 mol) and iodine (a catalytic amount) in tetrahydrofuran (10 mL). The mixture was heated to vigorous reflux until some of the iodine colour was lost. The flask was removed from the heat and the remainder of the bromide was added so as to maintain a gentle reflux. The flask was then returned to the heat and stirred at ref... Reactants: Cc1ccc(Br)c(F)c1, [C-]#N, CCOC(C)=O, CN(C)C=O. Yields the product Cc1ccc(C#N)c(F)c1. As a reaction SMILES: [Br:1][c:2]1[c:3]([F:9])[cH:4][c:5]([CH3:8])[cH:6][cH:7]1.[C-:10]#[N:11].[CH3:17][CH2:18][O:19][C:20](=[O:21])[CH3:22].[O:12]=[CH:13][N:14]([CH3:15])[CH3:16]>>[c:2]1([C:10]#[N:11])[c:3]([F:9])[cH:4][c:5]([CH3:8])[cH:6][cH:7]1. Reactants: CC(=O)O[BH-](OC(C)=O)OC(C)=O, C1COCCN1, ClCCl, CN(C)C=O, COc1cc(Nc2c(C#N)cnc3cc(-c4ccc(C=O)n4C)ccc23)c(Cl)cc1Cl, [Na+]. Product: COc1cc(Nc2c(C#N)cnc3cc(-c4ccc(CN5CCOCC5)n4C)ccc23)c(Cl)cc1Cl. RXN SMILES: [C:43]([O:44][BH-:45]([O:46][C:47](=[O:48])[CH3:49])[O:50][C:51](=[O:52])[CH3:53])(=[O:54])[CH3:55].[CH2:32]1[CH2:33][O:34][CH2:35][CH2:36][NH:37]1.[CH2:57]([Cl:58])[Cl:59].[CH3:38][N:39]([CH3:40])[CH:41]=[O:42].[Cl:1][c:2]1[c:3]([NH:4][c:5]2[c:6]([C:23]#[N:24])[cH:7][n:8][c:9]3[cH:10][c:11](-[c:15]4[n:16]([CH3:22])[c:17]([CH:20]=[O:21])[cH:18][cH:19]4)[cH:12][cH:13][c:14]23)[cH:25][c:26]([O:30][CH3:31])[c:27]([Cl:29])[cH:28]1.[Na+:56]>>[Cl:1][c:2]1[c:3]([NH:4][c:5]2[c:6]([C:23]#[N:24])[cH:7][n:8][c:9]3[cH:10][c:11](-[c:15]4[n:16]([CH3:22])[c:17]([CH2:20][N:37]5[CH2:32][CH2:33][O:34][CH2:35][CH2:36]5)[cH:18][cH:19]4)[cH:12][cH:13][c:14]23)[cH:25][c:26]([O:30][CH3:31])[c:27]([Cl:29])[cH:28]1. Reactants: C(#N)C(C(=O)N)=C(C1=CC=C(C=C1)C)SC (2-cyano-3-methylthio-3-(4-tolyl)-acrylamide), N(N)C1=CC=C(C(=O)O)C=C1 (4-hydrazinobenzoic acid), C(#N)C(C(=O)N)=C(C1=CC=C(C=C1)C)SC (2-cyano-3-methylthio-3-(4-tolyl)acrylamide). Yields the product NC1=C(C(=NN1C1=CC=C(C=C1)C(=O)O)C1=CC=C(C=C1)C)C(=O)N (5-Amino-1-(4-carboxyphenyl)-3-(4-tolyl)pyrazole-4-carboxamide). The yield is 73.9%. As a reaction SMILES: [C:1]([C:3](=[C:7](SC)[C:8]1[CH:13]=[CH:12][C:11]([CH3:14])=[CH:10][CH:9]=1)[C:4]([NH2:6])=[O:5])#[N:2].[NH:17]([C:19]1[CH:27]=[CH:26][C:22]([C:23]([OH:25])=[O:24])=[CH:21][CH:20]=1)[NH2:18]>>[NH2:2][C:1]1[N:17]([C:19]2[CH:20]=[CH:21][C:22]([C:23]([OH:25])=[O:24])=[CH:26][CH:27]=2)[N:18]=[C:7]([C:8]2[CH:13]=[CH:12][C:11]([CH3:14])=[CH:10][CH:9]=2)[C:3]=1[C:4]([NH2:6])=[O:5]. Reported procedure: The title compound was prepared from 2-cyano-3-methylthio-3-(4-tolyl)-acrylamide (464 mg, 2.0 mmol) and 4-hydrazinobenzoic acid (334 mg, 2.2 mmol) following the procedure used for the compound of Example 12. The crude product was purified by column chromatography (SiO2, 5-10% methanol +2% acetic acid in CH2Cl2) and by trituration with methanol to give the title compound as a light yellow solid (497 mg) m.p. >310° dec. δH (d6DMSO) 8.06 (2H, d, J 8.7 Hz), 7.75 (2H, d, J 8.6 Hz), 7.48 (2H, d, J 8.1... Reactants: hydrochloride salt, OC=1C=C(C=C(C1C)O)O (3,5-dihydroxy-4-methylphenol), Cl.C(C1=CC=CC=C1)N1CC(C(CC1)=O)C(=O)OCC (ethyl 1-benzyl-4-oxo-3-piperidinecarboxylate hydrochloride), crude product. Product: Cl.C(C1=CC=CC=C1)N1CC2=C(CC1)C=1C(=C(C(=CC1OC2=O)O)C)O (3-Benzyl-8,10-dihydroxy-9-methyl-1,2,3,4-tetrahydro-chromeno[3,4-c]pyridin-5-one hydrochloride). Isolated yield 24.0%. Reaction SMILES: [OH:1][C:2]1[CH:3]=C(O)C=[C:6]([OH:9])[C:7]=1[CH3:8].[ClH:11].[CH2:12]([N:19]1[CH2:24][CH2:23][C:22](=O)[CH:21]([C:26]([O:28][CH2:29][CH3:30])=[O:27])[CH2:20]1)[C:13]1[CH:18]=[CH:17][CH:16]=[CH:15][CH:14]=1>>[ClH:11].[CH2:12]([N:19]1[CH2:24][CH2:23][C:22]2[C:3]3[C:2]([OH:1])=[C:7]([CH3:8])[C:6]([OH:9])=[CH:30][C:29]=3[O:28][C:26](=[O:27])[C:21]=2[CH2:20]1)[C:13]1[CH:18]=[CH:17][CH:16]=[CH:15][CH:14]=1 |f:1.2,3.4|. Procedure details: Prepared by the procedure of Example 1 from 3,5-dihydroxy-4-methylphenol and ethyl 1-benzyl-4-oxo-3-piperidinecarboxylate hydrochloride. The crude product was converted to the hydrochloride salt. Yield 24%; mp 293°-299° C. Conditions: time 12 hour. Starting materials: [BH4-].[Na+] (sodium borohydride), C(C=1C(N)=CC=CC1)=O (anthranil aldehyde), N[C@@H](CCSC)C(=O)O (methionine), C([O-])([O-])=O.[Na+].[Na+] (sodium carbonate). The product is NC1=C(CN[C@@H](CCSC)C(=O)O)C=CC=C1 (N-(2-amino-benzyl)-methionine). Procedure details: A mixture of 0.1 mol of anthranil aldehyde, 0.1 mol of methionine and a solution of 0.1 mol of sodium carbonate in 50 ml of water was stirred for a few hours. After everything had gone into solution, 0.1 mol of sodium borohydride was added, and the mixture was stirred at room temperature for 12 hours. The reaction solution was then acidified to pH3, and the precipitate was collected and dried, yielding 85% of theory of N-(2-amino-benzyl)-methionine, m.p. 198° C. The total yield, based on the ant... The solvent is O (water). RXN SMILES: [CH:1](=O)[C:2]1[C:3](=[CH:5][CH:6]=[CH:7][CH:8]=1)[NH2:4].[NH2:10][C@H:11]([C:16]([OH:18])=[O:17])[CH2:12][CH2:13][S:14][CH3:15].C(=O)([O-])[O-].[Na+].[Na+].[BH4-].[Na+]>O>[NH2:4][C:3]1[CH:5]=[CH:6][CH:7]=[CH:8][C:2]=1[CH2:1][NH:10][C@H:11]([C:16]([OH:18])=[O:17])[CH2:12][CH2:13][S:14][CH3:15] |f:2.3.4,5.6|. Reactants: CS(=O)(=O)c1nccc(-c2ccnn2-c2ccccc2)n1, Nc1cccc(Cl)c1. Yields the product Clc1cccc(Nc2nccc(-c3ccnn3-c3ccccc3)n2)c1. RXN SMILES: [CH3:1][S:2](=[O:3])(=[O:4])[c:5]1[n:6][cH:7][cH:8][c:9](-[c:11]2[cH:12][cH:13][n:14][n:15]2-[c:16]2[cH:17][cH:18][cH:19][cH:20][cH:21]2)[n:10]1.[Cl:22][c:23]1[cH:24][c:25]([NH2:26])[cH:27][cH:28][cH:29]1>>[c:5]1([NH:26][c:25]2[cH:24][c:23]([Cl:22])[cH:29][cH:28][cH:27]2)[n:6][cH:7][cH:8][c:9](-[c:11]2[cH:12][cH:13][n:14][n:15]2-[c:16]2[cH:17][cH:18][cH:19][cH:20][cH:21]2)[n:10]1. Starting materials: O.C1(=CC=CC=C1)C(=O)C=O (Phenylglyoxal monohydrate), CCCCC=1C=CC=CC1 (n-butylbenzene). Reagents/catalysts: [Ti](Cl)(Cl)(Cl)Cl (titanium tetrachloride). Run in ClC(C)Cl (dichloroethane). Yields the product C(CCC)C1=CC=C(C(C(C2=CC=CC=C2)=O)O)C=C1 (4'-n-butylbenzoin), crystal. The yield is 67.2%. Reaction SMILES: O.[C:2]1([C:8]([CH:10]=[O:11])=[O:9])[CH:7]=[CH:6][CH:5]=[CH:4][CH:3]=1.[CH3:12][CH2:13][CH2:14][CH2:15][C:16]1[CH:17]=[CH:18][CH:19]=[CH:20][CH:21]=1>ClC(Cl)C.[Ti](Cl)(Cl)(Cl)Cl>[CH2:15]([C:16]1[CH:17]=[CH:18][C:19]([CH:10]([OH:11])[C:8](=[O:9])[C:2]2[CH:7]=[CH:6][CH:5]=[CH:4][CH:3]=2)=[CH:20][CH:21]=1)[CH2:14][CH2:13][CH3:12] |f:0.1|. Reported procedure: Phenylglyoxal monohydrate (304 mg, 2 mM) and n-butylbenzene (0.62 ml, 4 mM) were dissolved in dichloroethane (4 ml), titanium tetrachloride (0.33 ml, 3 mM) was added, and reacted at room temperature for 1 hour. Using the same procedure as in Example 1, 4'-n-butylbenzoin was obtained as crystal (362.7 mg, 67.2% yield).